This data is from the Open Reaction Database (ORD), a public repository of structured organic reaction records. The task is: describe an organic reaction: reactants, conditions, products, and yield Reactants: C(C(=O)Cl)(=O)Cl (Oxalyl chloride), C(C)OC(=O)[C@@H](C[C@H](C(=O)O)CC1=CC=CC=C1)CC1=CC=CC=C1 (4-ethoxycarbonyl-(S,S)-2,4-dibenzylbutyric acid). The solvent is C(Cl)Cl (methylene chloride). Run at time 8 hour. The product is C(C)OC(=O)[C@@H](C[C@H](C(=O)Cl)CC1=CC=CC=C1)CC1=CC=CC=C1 (4-ethoxycarbonyl-(S,S)-2,4-dibenzylbutyryl chloride). RXN SMILES: C(Cl)(=O)C([Cl:4])=O.[CH2:7]([O:9][C:10]([C@H:12]([CH2:25][C:26]1[CH:31]=[CH:30][CH:29]=[CH:28][CH:27]=1)[CH2:13][C@@H:14]([CH2:18][C:19]1[CH:24]=[CH:23][CH:22]=[CH:21][CH:20]=1)[C:15](O)=[O:16])=[O:11])[CH3:8]>C(Cl)Cl>[CH2:7]([O:9][C:10]([C@H:12]([CH2:25][C:26]1[CH:31]=[CH:30][CH:29]=[CH:28][CH:27]=1)[CH2:13][C@@H:14]([CH2:18][C:19]1[CH:24]=[CH:23][CH:22]=[CH:21][CH:20]=1)[C:15]([Cl:4])=[O:16])=[O:11])[CH3:8]. Procedure: The starting material is prepared as follows: 4.0 g of (S,S)-2,4-dibenzylglutaric anhydride is refluxed in 40 ml of ethanol:toluene (3:2) overnight. The reaction mixture is concentrated to yield 4-ethoxycarbonyl-(S,S)-2,4-dibenzylbutyric acid as an oil. Oxalyl chloride (3.5 ml) is added to the solution of 4.5 g of 4-ethoxycarbonyl-(S,S)-2,4-dibenzylbutyric acid in 10 ml of methylene chloride. The mixture is stirred at room temperature overnight and evaporated to yield 4-ethoxycarbonyl-(S,S)-2,4-...